From a dataset of the Open Reaction Database (ORD), a public repository of structured organic reaction records. describe an organic reaction: reactants, conditions, products, and yield Reactants: CC(C)=O, CC12CCC3C4CC=CCC4CCC3C1CCC2O. Product: CC12CCC3C4CC=CCC4CCC3C1CCC2=O. Reaction SMILES: [CH3:20][C:21](=[O:22])[CH3:23].[OH:1][CH:2]1[C:3]2([CH3:4])[CH:5]([CH2:6][CH2:7]1)[CH:8]1[CH2:9][CH2:10][CH:11]3[CH2:12][CH:13]=[CH:14][CH2:15][CH:16]3[CH:17]1[CH2:18][CH2:19]2>>[O:1]=[C:2]1[C:3]2([CH3:4])[CH:5]([CH2:6][CH2:7]1)[CH:8]1[CH2:9][CH2:10][CH:11]3[CH2:12][CH:13]=[CH:14][CH2:15][CH:16]3[CH:17]1[CH2:18][CH2:19]2. Reactants: COC1=CC=C2[C@@H]([C@@H](COC2=C1)C1=CC=CC=C1)C1=CC=C(C=C1)OCCCN1CCCCC1 ((±)-cis-7-methoxy-3-phenyl-4-(4-(3-piperidinopropoxy)phenyl)chromane), Cl.N1=CC=CC=C1 (pyridine hydrochloride). Product: OC1=CC=C2[C@@H]([C@@H](COC2=C1)C1=CC=CC=C1)C1=CC=C(C=C1)OCCCN1CCCCC1 ((±)-cis-7-Hydroxy-3-phenyl-4-(4-(3-piperidinopropoxy)phenyl)chromane). Reaction SMILES: C[O:2][C:3]1[CH:12]=[C:11]2[C:6]([C@H:7]([C:19]3[CH:24]=[CH:23][C:22]([O:25][CH2:26][CH2:27][CH2:28][N:29]4[CH2:34][CH2:33][CH2:32][CH2:31][CH2:30]4)=[CH:21][CH:20]=3)[C@H:8]([C:13]3[CH:18]=[CH:17][CH:16]=[CH:15][CH:14]=3)[CH2:9][O:10]2)=[CH:5][CH:4]=1.Cl.N1C=CC=CC=1>>[OH:2][C:3]1[CH:12]=[C:11]2[C:6]([C@H:7]([C:19]3[CH:24]=[CH:23][C:22]([O:25][CH2:26][CH2:27][CH2:28][N:29]4[CH2:34][CH2:33][CH2:32][CH2:31][CH2:30]4)=[CH:21][CH:20]=3)[C@H:8]([C:13]3[CH:14]=[CH:15][CH:16]=[CH:17][CH:18]=3)[CH2:9][O:10]2)=[CH:5][CH:4]=1 |f:1.2|. Procedure details: In an manner analogous to that described in step 5 for Example 10, (±)-cis-7-methoxy-3-phenyl-4-(4-(3-piperidinopropoxy)phenyl)chromane (0.114 g, 0.25 mmol) was de-methylated by heating with pyridine hydrochloride to give the title compound as an off-white foam. Reactants: C(C(=O)O)Cl (chloroacetic), C1(=CC=CC=C1)C=CC=1C=C(C(=C(C1)O)CCC)O (5-(2-Phenylethenyl)-2-1-propyl-1,3-benzenediol). The product is ClCC(=O)OC1=C(C(=CC(=C1)C=CC1=CC=CC=C1)OC(CCl)=O)CCC (3-Chloroacetoxy-5-(2-phenylethenyl)-2-1-propylphenyl chloroacetate). Isolated yield 72.0%. RXN SMILES: [CH2:1]([Cl:5])[C:2]([OH:4])=[O:3].[C:6]1([CH:12]=[CH:13][C:14]2[CH:15]=[C:16]([OH:24])[C:17]([CH2:21][CH2:22][CH3:23])=[C:18](O)[CH:19]=2)[CH:11]=[CH:10][CH:9]=[CH:8][CH:7]=1>>[Cl:5][CH2:1][C:2]([O:4][C:18]1[CH:19]=[C:14]([CH:13]=[CH:12][C:6]2[CH:7]=[CH:8][CH:9]=[CH:10][CH:11]=2)[CH:15]=[C:16]([O:24][C:2](=[O:3])[CH2:1][Cl:5])[C:17]=1[CH2:21][CH2:22][CH3:23])=[O:3]. Procedure: This material was synthesized from anhydrous chloroacetic and 5-(2-Phenylethenyl)-2-1-propyl-1,3-benzenediol obtained in Example 11 in 72% yield by the same procedure as described in Example 12. 1HNMR (CDCl3, ppm): δ 1.30 (d, J=7.0 Hz, 6H), 3.08 (hept, J=7.0 Hz, 1H), 4.39 (s, 4H), 6.96 (d, J=17 Hz, 1H), 7.14 (d, J=17 Hz, 1H) 7.17 (s, 2H), 7.2-7.5 (m, 5H). The reactants are C(C1=CC=CC=C1)(=O)OC[C@H]([C@@H]1[C@H]([C@H](C(OC(C)=O)O1)OC(C)=O)OCC1=CC=CC=C1)OCC1=CC=CC=C1 (6-O-Benzoyl-1,2-di-O-acetyl-3,5-di-O-benzyl-D-allofuranose), N1C(=O)NC(=O)C(C)=C1 (thymine), N,O-bis(trimethylsilyl)-acetamide, O(S(=O)(=O)C(F)(F)F)[Si](C)(C)C (Trimethylsilyl triflate), C(O)([O-])=O.[Na+] (sodium hydrogen carbonate). The solvent is C(C)#N (acetonitrile). Reaction conditions: temperature 60 celsius, time 1 hour. Yields the product C(C)(=O)O[C@H]1[C@@H](O[C@@H]([C@H]1OCC1=CC=CC=C1)[C@H](OCC1=CC=CC=C1)COC(C1=CC=CC=C1)=O)N1C(=O)NC(=O)C(C)=C1 (1-(2-O-acetyl-6-O-benzoyl-3,5-di-O-benzyl-β-D-allofuranosyl)thymine), material. Yield: 81.0%. As a reaction SMILES: [C:1]([O:9][CH2:10][C@@H:11]([O:33][CH2:34][C:35]1[CH:40]=[CH:39][CH:38]=[CH:37][CH:36]=1)[C@H:12]1[O:20][CH:15](OC(=O)C)[C@H:14]([O:21][C:22](=[O:24])[CH3:23])[C@@H:13]1[O:25][CH2:26][C:27]1[CH:32]=[CH:31][CH:30]=[CH:29][CH:28]=1)(=[O:8])[C:2]1[CH:7]=[CH:6][CH:5]=[CH:4][CH:3]=1.[NH:41]1[CH:49]=[C:47]([CH3:48])[C:45](=[O:46])[NH:44][C:42]1=[O:43].O([Si](C)(C)C)S(C(F)(F)F)(=O)=O.C(=O)([O-])O.[Na+]>C(#N)C>[C:22]([O:21][C@@H:14]1[C@H:13]([O:25][CH2:26][C:27]2[CH:28]=[CH:29][CH:30]=[CH:31][CH:32]=2)[C@@H:12]([C@@H:11]([CH2:10][O:9][C:1](=[O:8])[C:2]2[CH:7]=[CH:6][CH:5]=[CH:4][CH:3]=2)[O:33][CH2:34][C:35]2[CH:36]=[CH:37][CH:38]=[CH:39][CH:40]=2)[O:20][C@H:15]1[N:41]1[CH:49]=[C:47]([CH3:48])[C:45](=[O:46])[NH:44][C:42]1=[O:43])(=[O:24])[CH3:23] |f:3.4|. Reported procedure: To a stirred suspension of the anomeric mixture 14 (4.50 g, 8.21 mmol) and thymine (1.55 g, 12.31 mmol) in anhydrous acetonitrile (50 cm3) was added N,O-bis(trimethylsilyl)-acetamide (12.2 cm3, 49.3 mmol). The reaction mixture was stirred at 60° C. for 1 h and then cooled to 0° C. Trimethylsilyl triflate (2.97 cm3, 16.4 mmol) was added dropwise during 10 min and the mixture was heated for 2 h under reflux. The reaction mixture was allowed to cool to room temperature and the volume was reduced by... The reactants are ClC=1C=CC2=C(C=CC3=C(N=C(N3CCO)C)C2O)C1 ((±)-7-Chloro-1-(2-hydroxyethyl)-2-methyl-4H-benzo[5,6]cyclohepta[1,2-d]imidazol-4-ol), CN1C(=O)NC(=O)C=C1 (1-methyluracil). Yields the product ClC=1C=CC2=C(C=CC3=C(N=C(N3CCO)C)C2C=2C(NC(N(C2)C)=O)=O)C1 ((±)-5-(7-Chloro-1-(2-hydroxyethyl)-2-methyl-4H-benzo[5,6]cyclohepta-[1,2-d]imidazol-4-yl)-1-methyl-2,4(1H,3H)-pyrimidinedione). Reaction SMILES: [Cl:1][C:2]1[CH:3]=[CH:4][C:5]2[CH:18](O)[C:10]3[N:11]=[C:12]([CH3:17])[N:13]([CH2:14][CH2:15][OH:16])[C:9]=3[CH:8]=[CH:7][C:6]=2[CH:20]=1.[CH3:21][N:22]1[CH:29]=[CH:28][C:26](=[O:27])[NH:25][C:23]1=[O:24]>>[Cl:1][C:2]1[CH:3]=[CH:4][C:5]2[CH:18]([C:28]3[C:26](=[O:27])[NH:25][C:23](=[O:24])[N:22]([CH3:21])[CH:29]=3)[C:10]3[N:11]=[C:12]([CH3:17])[N:13]([CH2:14][CH2:15][OH:16])[C:9]=3[CH:8]=[CH:7][C:6]=2[CH:20]=1. Procedure details: The subtitle compound was prepared from the product from step (ii) (1.85 g) and 1-methyluracil (0.4 g) according to the method of example 42 step (iv). Purification was by biotage chromatography on silica eluting with 5% methanol in dichloromethane with 1% 0.880 ammonia present. Reactants: ClC(C(C)=O)C (3-chloro-2-butanone), Cl.NC1=CC(=C(C(=O)NCCN(CC)CC)C=C1Cl)O (4-amino-5-chloro-N-[2-(diethylamino)ethyl]-2-hydroxybenzamide hydrochloride), C([O-])([O-])=O.[K+].[K+] (potassium carbonate), [I-].[Na+] (sodium iodide). Run in CN(C)C=O (DMF). The product is Cl.NC1=CC(=C(C(=O)NCCN(CC)CC)C=C1Cl)OC(C(C)=O)C (4-Amino-2-(butan-2-on-3-yl)oxy-5-chloro-N-[2-(diethylamino)ethyl]benzamide Hydrochloride). The yield is 161.4%. RXN SMILES: Cl.[NH2:2][C:3]1[C:18]([Cl:19])=[CH:17][C:6]([C:7]([NH:9][CH2:10][CH2:11][N:12]([CH2:15][CH3:16])[CH2:13][CH3:14])=[O:8])=[C:5]([OH:20])[CH:4]=1.C(=O)([O-])[O-].[K+].[K+].[I-].[Na+].Cl[CH:30]([CH3:34])[C:31](=[O:33])[CH3:32]>CN(C=O)C>[ClH:19].[NH2:2][C:3]1[C:18]([Cl:19])=[CH:17][C:6]([C:7]([NH:9][CH2:10][CH2:11][N:12]([CH2:13][CH3:14])[CH2:15][CH3:16])=[O:8])=[C:5]([O:20][CH:30]([CH3:34])[C:31](=[O:33])[CH3:32])[CH:4]=1 |f:0.1,2.3.4,5.6,9.10|. Procedure: To a stirred suspension of 4-amino-5-chloro-N-[2-(diethylamino)ethyl]-2-hydroxybenzamide hydrochloride (19.4 g, 60 mmoles), potassium carbonate (41.6 g, 0.3 moles) and sodium iodide (10 g) in DMF (100 ml) was added 3-chloro-2-butanone (9.5 g, 89 mmoles) and the mixture vigorously stirred and heated to 70°-80° for 2 hours followed by cooling and partition between water and methylene chloride. The organic phase was washed with water, dried and concentrated. The residue was treated with 2N HCl and ... The reactants are [N+](=O)([O-])C1=C2C(C(=O)OC2=O)=CC(=C1)[N+](=O)[O-] (3,5-dinitrophthalic anhydride), NC1=CC=C(C=C1)C (p-toluidine). The solvent is C(C)(=O)O (acetic acid). Yields the product C1(=CC=C(C=C1)N1C(C=2C(C1=O)=C(C=C(C2)[N+](=O)[O-])[N+](=O)[O-])=O)C (N-(p-toluyl)-3,5-dinitrophthalimide). Yield: 85.1%. As a reaction SMILES: [N+:1]([C:4]1[CH:14]=[C:13]([N+:15]([O-:17])=[O:16])[CH:12]=[C:6]2[C:7]([O:9][C:10](=[O:11])[C:5]=12)=O)([O-:3])=[O:2].[NH2:18][C:19]1[CH:24]=[CH:23][C:22]([CH3:25])=[CH:21][CH:20]=1>C(O)(=O)C>[C:22]1([CH3:25])[CH:23]=[CH:24][C:19]([N:18]2[C:10](=[O:11])[C:5]3=[C:4]([N+:1]([O-:3])=[O:2])[CH:14]=[C:13]([N+:15]([O-:17])=[O:16])[CH:12]=[C:6]3[C:7]2=[O:9])=[CH:20][CH:21]=1. Reported procedure: 2 kg (8.4 mols) of 3,5-dinitrophthalic anhydride and 897 g (8.4 mols) of p-toluidine in 6.2 l of glacial acetic acid are kept under reflux for 3 hours. After cooling, the mixture is filtered, the residue is rinsed with 2 l of water and then suspended in 25 l of water, and the product is filtered off and dried at 100° C. in vacuo. 2,339 g (85% of theory) of N-(p-toluyl)-3,5-dinitrophthalimide are obtained; melting point: 182°-3° C. The reactants are C(Cl)(Cl)Cl (CHCl3), [OH-].[Na+] (sodium hydroxide), BrC(C(=O)OCC)(C)C (ethyl 2-bromoisobutyrate), SC=1SC2=C(N1)C=CC=C2 (2-mercaptobenzothiazole). The solvent is C(C)O (ethanol), O (water), C(C)O (ethanol), C(C)(C)O.CCCCCC (isopropanol hexane), O (water). Conditions: time 8 hour. Product: CC(C(=O)OCC)(C)C=1SC2=C(N1)C=CC=C2 (ethyl 2-methyl-2-(2-benzothiazolyl)propionate). As a reaction SMILES: [OH-].[Na+].S[C:4]1[S:5][C:6]2[CH:12]=[CH:11][CH:10]=[CH:9][C:7]=2[N:8]=1.Br[C:14]([CH3:21])([CH3:20])[C:15]([O:17][CH2:18][CH3:19])=[O:16].C(Cl)(Cl)Cl>O.C(O)C.C(O)(C)C.CCCCCC>[CH3:20][C:14]([C:4]1[S:5][C:6]2[CH:12]=[CH:11][CH:10]=[CH:9][C:7]=2[N:8]=1)([CH3:21])[C:15]([O:17][CH2:18][CH3:19])=[O:16] |f:0.1,7.8|. Reported procedure: 3.8 grams of sodium hydroxide was dissolved in 50 ml water. The solution was cooled and to this cooled solution was added 50 ml ethanol. 15 grams of 2-mercaptobenzothiazole was added and the solution diluted with 25 ml ethanol and 25 ml water. Following the addition of 17.5 grams of ethyl 2-bromoisobutyrate the mixture was stirred overnight. The reaction mixture was then concentrated in vacuo and the residue partitioned between ether and water. The ether fraction was washed, (H2O and aqueous Na2... Starting materials: Cl (HCl), FC1=C(C=C(C=C1)C)NC(=O)NC1=CC=C(OC2=C3C(=NC=C2)C=C(S3)C(=O)OC)C=C1 (methyl 7-[4-({[(2-fluoro-5-methylphenyl)amino]carbonyl}amino)-phenoxy]thieno[3,2-b]pyridine-2-carboxylate), O (water), [Li+].[OH-].CO (LiOH MeOH). Run in CO (MeOH). Conditions: temperature 50 celsius. Product: FC1=C(C=C(C=C1)C)NC(=O)NC1=CC=C(OC2=C3C(=NC=C2)C=C(S3)C(=O)O)C=C1 (7-[4-({[(2-fluoro-5-methylphenyl)amino]carbonyl}amino)phenoxy]thieno[3,2-b]pyridine-2-carboxylic acid). Reaction SMILES: [F:1][C:2]1[CH:7]=[CH:6][C:5]([CH3:8])=[CH:4][C:3]=1[NH:9][C:10]([NH:12][C:13]1[CH:32]=[CH:31][C:16]([O:17][C:18]2[CH:23]=[CH:22][N:21]=[C:20]3[CH:24]=[C:25]([C:27]([O:29]C)=[O:28])[S:26][C:19]=23)=[CH:15][CH:14]=1)=[O:11].[Li+].[OH-].CO.O.Cl>CO>[F:1][C:2]1[CH:7]=[CH:6][C:5]([CH3:8])=[CH:4][C:3]=1[NH:9][C:10]([NH:12][C:13]1[CH:14]=[CH:15][C:16]([O:17][C:18]2[CH:23]=[CH:22][N:21]=[C:20]3[CH:24]=[C:25]([C:27]([OH:29])=[O:28])[S:26][C:19]=23)=[CH:31][CH:32]=1)=[O:11] |f:1.2.3|. Procedure details: To a stirred suspension of methyl 7-[4-({[(2-fluoro-5-methylphenyl)amino]carbonyl}amino)-phenoxy]thieno[3,2-b]pyridine-2-carboxylate (50 mg, 0.11 mmol) in MeOH (3 ml), was added 0.4M LiOH/MeOH solution (10 ml, 4.0 mmol). The mixture was heated at 50° C. for 7 hours, and poured into 100 ml of water. 1M HCl was added until pH=4. The resulting precipitates were filtered, washed with water and dried in vacuo to give 7-[4-({[(2-fluoro-5-methylphenyl)amino]carbonyl}amino)phenoxy]thieno[3,2-b]pyridine-... The reactants are CCN(C(=O)Cl)c1ccccc1OC, Cc1ccccc1, C#CC(C)(C)N1CCC(O)N(c2nnc(C(F)(F)F)s2)C1=O, c1ccncc1. The product is C#CC(C)(C)N1CCC(OC(=O)N(CC)c2ccccc2OC)N(c2nnc(C(F)(F)F)s2)C1=O. RXN SMILES: [CH2:23]([CH3:24])[N:25]([C:26](=[O:27])[Cl:28])[c:29]1[c:30]([O:35][CH3:36])[cH:31][cH:32][cH:33][cH:34]1.[CH3:43][c:44]1[cH:45][cH:46][cH:47][cH:48][cH:49]1.[F:1][C:2]([c:3]1[n:4][n:5][c:6]([N:8]2[C:9](=[O:20])[N:10]([C:15]([C:16]#[CH:17])([CH3:18])[CH3:19])[CH2:11][CH2:12][CH:13]2[OH:14])[s:7]1)([F:21])[F:22].[cH:37]1[cH:38][cH:39][n:40][cH:41][cH:42]1>>[F:1][C:2]([c:3]1[n:4][n:5][c:6]([N:8]2[C:9](=[O:20])[N:10]([C:15]([C:16]#[CH:17])([CH3:18])[CH3:19])[CH2:11][CH2:12][CH:13]2[O:14][C:26]([N:25]([CH2:23][CH3:24])[c:29]2[c:30]([O:35][CH3:36])[cH:31][cH:32][cH:33][cH:34]2)=[O:27])[s:7]1)([F:21])[F:22].